This data is from the Open Reaction Database (ORD), a public repository of structured organic reaction records. The task is: describe an organic reaction: reactants, conditions, products, and yield Starting materials: Oc1cncc(Br)c1, [O-]Cl, [Na+], [Na+], [OH-], O. Product: Oc1cc(Br)cnc1Cl. RXN SMILES: [Br:1][c:2]1[cH:3][c:4]([OH:8])[cH:5][n:6][cH:7]1.[Cl:11][O-:12].[Na+:10].[Na+:13].[OH-:9].[OH2:14]>>[Br:1][c:2]1[cH:3][c:4]([OH:8])[c:5]([Cl:11])[n:6][cH:7]1. The reactants are C1(=CC=CC=C1)P(C1=CC=CC=C1)(C1=CC=CC=C1)=CC(=O)OC (methyl triphenylphosphoranylideneacetate), BrC1=CC=C(O1)C=O (5-bromofuran-2-carbaldehyde), O (water). The solvent is C1(=CC=CC=C1)C (toluene). Conditions: temperature 80 celsius, time 1 hour. The product is BrC1=CC=C(O1)C=CC(=O)OC (methyl 3-(5-bromofuran-2-yl)acrylate). The yield is 75.9%. Reaction SMILES: C1(P(=[CH:20][C:21]([O:23][CH3:24])=[O:22])(C2C=CC=CC=2)C2C=CC=CC=2)C=CC=CC=1.[Br:25][C:26]1[O:30][C:29]([CH:31]=O)=[CH:28][CH:27]=1.O>C1(C)C=CC=CC=1>[Br:25][C:26]1[O:30][C:29]([CH:31]=[CH:20][C:21]([O:23][CH3:24])=[O:22])=[CH:28][CH:27]=1. Reported procedure: 4.58 g (13.7 mmol, 1.2 eq) of methyl triphenylphosphoranylideneacetate are added to a solution of 2.0 g (11.4 mmol, 1.0 eq) of 5-bromofuran-2-carbaldehyde in 15 mL of toluene. The reaction mixture is stirred for 1 hour at 80° C. The reaction is stopped by adding 20 ml of water and is then extracted with ethyl acetate. The organic phases are combined and dried over sodium sulfate. The solvents are evaporated off and the residue is then chromatographed on silica gel (80/20 heptane/ethyl acetate). ... The reactants are Cl (hydrochloric acid), [H-].[Na+] (sodium hydride), OC1=CC=C(C=C1)C1=CC=C(C=C1)O (4,4′-dihydroxybiphenyl), FC(S(=O)(=O)OCCC(C(C(C(F)(F)F)(F)F)(F)F)(F)F)(F)F (2-(perfluorobutyl)ethyl trifluoromethanesulfonate). Solvent: C1=CC=CC=C1 (benzene), C(OC)COC (dimethoxyethane). Conditions: time 2 hour. Yields the product OC1=CC=C(C=C1)C1=CC=C(C=C1)OCCC(C(C(C(F)(F)F)(F)F)(F)F)(F)F (4-hydroxy-4′-[2-(perfluorobutyl)ethyloxy]biphenyl). Yield: 27.2%. Reaction SMILES: [H-].[Na+].[OH:3][C:4]1[CH:9]=[CH:8][C:7]([C:10]2[CH:15]=[CH:14][C:13]([OH:16])=[CH:12][CH:11]=2)=[CH:6][CH:5]=1.FC(F)(F)S(O[CH2:23][CH2:24][C:25]([F:37])([F:36])[C:26]([F:35])([F:34])[C:27]([F:33])([F:32])[C:28]([F:31])([F:30])[F:29])(=O)=O.Cl>C1C=CC=CC=1.C(COC)OC>[OH:3][C:4]1[CH:5]=[CH:6][C:7]([C:10]2[CH:15]=[CH:14][C:13]([O:16][CH2:23][CH2:24][C:25]([F:36])([F:37])[C:26]([F:34])([F:35])[C:27]([F:32])([F:33])[C:28]([F:31])([F:30])[F:29])=[CH:12][CH:11]=2)=[CH:8][CH:9]=1 |f:0.1|. Procedure: First, 3.0 g of 60% sodium hydride and 120 ml of dehydrated dimethoxyethane were put in an argon-replaced 300 ml flask. Then, 9.93 g of 4,4′-dihydroxybiphenyl was added while icing, and stirred at room temperature for two hours. The reaction solution was cooled again to −60° C., and 28.7 g of 2-(perfluorobutyl)ethyl trifluoromethanesulfonate was dropped into the reaction solution. After the resultant reaction solution was left to resume room temperature, it was stirred for 12 hours. After the re... Reactants: [BH-](OC(=O)C)(OC(=O)C)OC(=O)C.[Na+] (NaBH(OAc)3), COC=1C=C(C=CC1OC)C1=NOC(=C1)CCC=O (3-[3-(3,4-dimethoxyphenyl)isoxazol-5-yl]propanal), Cl.ClC1=C(C=CC=C1)N1CCCCC1 ((2-chlorophenyl)piperidine HCl), C(C)(C)N(CC)C(C)C (diisopropylethyl amine). The solvent is C(Cl)Cl (methylene chloride). Yields the product ClC1=C(C=CC=C1)N1CCN(CC1)CCCC1=CC(=NO1)C1=CC(=C(C=C1)OC)OC (4-(5-{3-[4-(2-Chlorophenyl)piperazinyl]propyl}isoxazol-3-yl)-1,2-dimethoxybenzene). The yield is 81.9%. Reaction SMILES: [CH3:1][O:2][C:3]1[CH:4]=[C:5]([C:11]2[CH:15]=[C:14]([CH2:16][CH2:17][CH:18]=O)[O:13][N:12]=2)[CH:6]=[CH:7][C:8]=1[O:9][CH3:10].Cl.[Cl:21][C:22]1[CH:27]=[CH:26][CH:25]=[CH:24][C:23]=1[N:28]1[CH2:33][CH2:32]C[CH2:30][CH2:29]1.C([N:37](C(C)C)CC)(C)C.[BH-](OC(C)=O)(OC(C)=O)OC(C)=O.[Na+]>C(Cl)Cl>[Cl:21][C:22]1[CH:27]=[CH:26][CH:25]=[CH:24][C:23]=1[N:28]1[CH2:33][CH2:32][N:37]([CH2:18][CH2:17][CH2:16][C:14]2[O:13][N:12]=[C:11]([C:5]3[CH:6]=[CH:7][C:8]([O:9][CH3:10])=[C:3]([O:2][CH3:1])[CH:4]=3)[CH:15]=2)[CH2:30][CH2:29]1 |f:1.2,4.5|. Reported procedure: About 2 min after dissolving 3-[3-(3,4-dimethoxyphenyl)isoxazol-5-yl]propanal (34.0 mg, 0.13 mmol), (2-chlorophenyl)piperidine HCl (25.2 mg, 0.11 mmol), and diisopropylethyl amine (18.8, 0.11 mmol) in 2 mL of dry methylene chloride, were added NaBH(OAc)3 (68.7 mg, 0.32 mmol) and molecular sieves (5 beads). The reaction mixture was reacted for 22 hr and followed the same processes as in Example 1 to obtain 39.8 mg (82.0%) of the target compound. Reactants: CCOC(=O)c1cc(N)n(-c2cc(C(=O)O)ccc2C)n1, COc1c(N)cc(C(C)(C)C)cc1NS(C)(=O)=O, [Na+], O=C([O-])O, CN(C)C=O. Product: CCOC(=O)c1cc(N)n(-c2cc(C(=O)Nc3cc(C(C)(C)C)cc(NS(C)(=O)=O)c3OC)ccc2C)n1. As a reaction SMILES: [CH2:1]([CH3:2])[O:3][C:4](=[O:5])[c:6]1[n:7][n:8](-[c:12]2[c:13]([CH3:21])[cH:14][cH:15][c:16]([C:18](=[O:19])[OH:20])[cH:17]2)[c:9]([NH2:11])[cH:10]1.[NH2:22][c:23]1[c:24]([O:38][CH3:39])[c:25]([NH:33][S:34](=[O:35])(=[O:36])[CH3:37])[cH:26][c:27]([C:29]([CH3:30])([CH3:31])[CH3:32])[cH:28]1.[Na+:44].[O-:40][C:41]([OH:42])=[O:43].[O:45]=[CH:46][N:47]([CH3:48])[CH3:49]>>[CH2:1]([CH3:2])[O:3][C:4](=[O:5])[c:6]1[n:7][n:8](-[c:12]2[c:13]([CH3:21])[cH:14][cH:15][c:16]([C:18](=[O:20])[NH:22][c:23]3[c:24]([O:38][CH3:39])[c:25]([NH:33][S:34](=[O:35])(=[O:36])[CH3:37])[cH:26][c:27]([C:29]([CH3:30])([CH3:31])[CH3:32])[cH:28]3)[cH:17]2)[c:9]([NH2:11])[cH:10]1. Reactants: C(C)OC(C1=CC=C(C=C1)OC)=O (4-methoxy-benzoic acid ethyl ester), ClC1=CC=C(C=C1)C1=NNC=C1C1=NC(=NC=C1)NC1=CC=C(C=C1)OCCN(CC)CC ({4-[3-(4-Chloro-phenyl)-1H-pyrazol-4-yl]-pyrimidin-2-yl}-[4-(2-diethylamino-ethoxy)phenyl]-amine). Product: C(C)N(CCOC1=CC=C(C=C1)NC1=NC=CC(=N1)C=1C(=NNC1)C1=CC=C(C=C1)OC)CC ([4-(2-Diethylamino-ethoxy)-phenyl]-{4-[3-(4-methoxy-phenyl)-1H-pyrazol-4yl]-pyrimidin-2-yl}-amine). Reaction SMILES: C(O[C:4](=O)[C:5]1[CH:10]=[CH:9][C:8]([O:11][CH3:12])=[CH:7][CH:6]=1)C.ClC1C=CC(C2[C:25]([C:26]3[CH:31]=[CH:30][N:29]=[C:28]([NH:32][C:33]4[CH:38]=[CH:37][C:36]([O:39][CH2:40][CH2:41][N:42]([CH2:45][CH3:46])[CH2:43][CH3:44])=[CH:35][CH:34]=4)[N:27]=3)=[CH:24][NH:23][N:22]=2)=CC=1>>[CH2:45]([N:42]([CH2:43][CH3:44])[CH2:41][CH2:40][O:39][C:36]1[CH:37]=[CH:38][C:33]([NH:32][C:28]2[N:27]=[C:26]([C:25]3[C:4]([C:5]4[CH:6]=[CH:7][C:8]([O:11][CH3:12])=[CH:9][CH:10]=4)=[N:22][NH:23][CH:24]=3)[CH:31]=[CH:30][N:29]=2)=[CH:34][CH:35]=1)[CH3:46]. Procedure details: The title compound is prepared as described in Example 1 using 4-methoxy-benzoic acid ethyl ester (Aldrich W24,200-4) and 4-(2-diethylamino-ethoxy)-phenylamine (see Example 3). Reactants: S(=O)([O-])[O-].[Na+].[Na+] (sodium sulfite), Cl(=O)[O-].[Na+] (sodium chlorite), Cl[O-].[Na+] (sodium hypochlorite), diluted solution, C(C)(C)(C)OC(N[C@H](CO)CC1OCCCC1)=O ([(S)-2-Hydroxy-1-(tetrahydro-pyran-2-ylmethyl)-ethyl]-carbamic acid t-butyl ester), Cl(=O)[O-].[Na+] (sodium chlorite). Reagents/catalysts: ON1C(CCCC1(C)C)(C)C (1-oxyl-2,2,6,6-tetramethylpiperidine). The solvent is P(=O)([O-])([O-])[O-] (phosphate), O (water), O (water), O (water), C(C)#N (acetonitrile), O (water). Conditions: temperature 35 celsius, time 1.5 hour. The product is C(C)(C)(C)OC(=O)N[C@H](C(=O)O)CC1OCCCC1 ((S)-2-t-butoxycarbonylamino-3-(tetrahydro-pyran-2-yl)-propionic acid). Yield: 71.1%. RXN SMILES: [C:1]([O:5][C:6](=[O:18])[NH:7][C@@H:8]([CH2:11][CH:12]1[CH2:17][CH2:16][CH2:15][CH2:14][O:13]1)[CH2:9][OH:10])([CH3:4])([CH3:3])[CH3:2].Cl([O-])=[O:20].[Na+].Cl[O-].[Na+].S([O-])([O-])=O.[Na+].[Na+]>C(#N)C.P([O-])([O-])([O-])=O.O.ON1C(C)(C)CCCC1(C)C>[C:1]([O:5][C:6]([NH:7][C@@H:8]([CH2:11][CH:12]1[CH2:17][CH2:16][CH2:15][CH2:14][O:13]1)[C:9]([OH:20])=[O:10])=[O:18])([CH3:4])([CH3:2])[CH3:3] |f:1.2,3.4,5.6.7|. Procedure: [(S)-2-Hydroxy-1-(tetrahydro-pyran-2-ylmethyl)-ethyl]-carbamic acid t-butyl ester (843 mg, 3.64 mmol) was dissolved in acetonitrile (18 mL) and phosphate buffer (pH=7, 14 mL). Then 1-oxyl-2,2,6,6-tetramethylpiperidine (40 mg) was added. The mixture was warmed to 35° C. To this clear solution was added a solution of sodium chlorite (832 mg) in water (4 mL) and catalytic amount of bleach (1 mL of 5.25% sodium hypochlorite solution was diluted with water to 20 mL, 1.80 mL of the diluted solution wa...